Dataset: the Open Reaction Database (ORD), a public repository of structured organic reaction records. Task: describe an organic reaction: reactants, conditions, products, and yield Run in ClCCl (dichloromethane), ClCCl (dichloromethane), ClCCl (dichloromethane). Reported procedure: 60 g of carbon tetrabromide was dissolved in 185 ml of dichloromethane, and 100 g of triphenylphosphine was added at 0° C. or less. Next, 22 g of 4'-butyl-4-biphenylaldehyde was dissolved in 93 ml of dichloromethane, which then was added dropwise to the first dichloromethane solution over a period of one hour. The combined solutions were then agitated at room temperature for one hour. After completion of the reaction, the dichloromethane was distilled off, and 500 ml hexane was added to the resi... Isolated yield 26.4%. Reaction conditions: time 1 hour. Product: C(CCC)C1=CC=C(C=C1)C1=CC=C(C=C(Br)Br)C=C1 (4-(4'-butylphenyl)-β,β-dibromostyrene). Starting materials: C(CCC)C1=CC=C(C=C1)C1=CC=C(C=C1)C=O (4'-butyl-4-biphenylaldehyde), C1(=CC=CC=C1)P(C1=CC=CC=C1)C1=CC=CC=C1 (triphenylphosphine), C(Br)(Br)(Br)Br (carbon tetrabromide). RXN SMILES: [C:1]([Br:5])(Br)(Br)[Br:2].C1(P(C2C=CC=CC=2)C2C=CC=CC=2)C=CC=CC=1.[CH2:25]([C:29]1[CH:34]=[CH:33][C:32]([C:35]2[CH:40]=[CH:39][C:38]([CH:41]=O)=[CH:37][CH:36]=2)=[CH:31][CH:30]=1)[CH2:26][CH2:27][CH3:28]>ClCCl>[CH2:25]([C:29]1[CH:34]=[CH:33][C:32]([C:35]2[CH:36]=[CH:37][C:38]([CH:41]=[C:1]([Br:5])[Br:2])=[CH:39][CH:40]=2)=[CH:31][CH:30]=1)[CH2:26][CH2:27][CH3:28]. Reactants: O=C([O-])[O-], CC#N, O=C(c1cc(OC(F)F)cc(OC(F)F)c1)c1c[nH]c2ncc(Br)cc12, [K+], [K+], O, OB(O)c1ccccc1, c1ccc(P(c2ccccc2)(c2ccccc2)[Pd](P(c2ccccc2)(c2ccccc2)c2ccccc2)(P(c2ccccc2)(c2ccccc2)c2ccccc2)P(c2ccccc2)(c2ccccc2)c2ccccc2)cc1. Product: O=C(c1cc(OC(F)F)cc(OC(F)F)c1)c1c[nH]c2ncc(-c3ccccc3)cc12. Reaction SMILES: [C:36](=[O:37])([O-:38])[O-:39].[CH3:42][C:43]#[N:44].[F:1][CH:2]([O:3][c:4]1[cH:5][c:6]([C:14](=[O:15])[c:16]2[cH:17][nH:18][c:19]3[n:20][cH:21][c:22]([Br:25])[cH:23][c:24]23)[cH:7][c:8]([O:10][CH:11]([F:12])[F:13])[cH:9]1)[F:26].[K+:40].[K+:41].[OH2:45].[OH:27][B:28]([OH:29])[c:30]1[cH:31][cH:32][cH:33][cH:34][cH:35]1.[cH:46]1[cH:47][cH:48][c:49]([P:50]([Pd:51]([P:52]([c:53]2[cH:54][cH:55][cH:56][cH:57][cH:58]2)([c:59]2[cH:60][cH:61][cH:62][cH:63][cH:64]2)[c:65]2[cH:66][cH:67][cH:68][cH:69][cH:70]2)([P:71]([c:72]2[cH:73][cH:74][cH:75][cH:76][cH:77]2)([c:78]2[cH:79][cH:80][cH:81][cH:82][cH:83]2)[c:84]2[cH:85][cH:86][cH:87][cH:88][cH:89]2)[P:90]([c:91]2[cH:92][cH:93][cH:94][cH:95][cH:96]2)([c:97]2[cH:98][cH:99][cH:100][cH:101][cH:102]2)[c:103]2[cH:104][cH:105][cH:106][cH:107][cH:108]2)([c:109]2[cH:110][cH:111][cH:112][cH:113][cH:114]2)[c:115]2[cH:116][cH:117][cH:118][cH:119][cH:120]2)[cH:121][cH:122]1>>[F:1][CH:2]([O:3][c:4]1[cH:5][c:6]([C:14](=[O:15])[c:16]2[cH:17][nH:18][c:19]3[n:20][cH:21][c:22](-[c:30]4[cH:31][cH:32][cH:33][cH:34][cH:35]4)[cH:23][c:24]23)[cH:7][c:8]([O:10][CH:11]([F:12])[F:13])[cH:9]1)[F:26]. The reactants are N1([C@@H](CCC1=O)C(=O)N[C@@H](CC(C)C)C(=O)N1[C@H](C(=O)NCCCCCCCCCC)CCC1)C(=O)OCC1=CC=CC=C1 (Z-Glp-Leu-Pro-NH-C10H21). Reagents/catalysts: [Pd] (palladium-on-carbon). Run in CO (methanol). Product: N1[C@@H](CCC1=O)C(=O)N[C@@H](CC(C)C)C(=O)N1[C@H](C(=O)NCCCCCCCCCC)CCC1 (Glp-Leu-Pro-NH-C10H21). Isolated yield 77.3%. RXN SMILES: [N:1]1(C(OCC2C=CC=CC=2)=O)[C:5](=[O:6])[CH2:4][CH2:3][C@H:2]1[C:7]([NH:9][C@H:10]([C:15]([N:17]1[CH2:34][CH2:33][CH2:32][C@H:18]1[C:19]([NH:21][CH2:22][CH2:23][CH2:24][CH2:25][CH2:26][CH2:27][CH2:28][CH2:29][CH2:30][CH3:31])=[O:20])=[O:16])[CH2:11][CH:12]([CH3:14])[CH3:13])=[O:8]>CO.[Pd]>[NH:1]1[C:5](=[O:6])[CH2:4][CH2:3][C@H:2]1[C:7]([NH:9][C@H:10]([C:15]([N:17]1[CH2:34][CH2:33][CH2:32][C@H:18]1[C:19]([NH:21][CH2:22][CH2:23][CH2:24][CH2:25][CH2:26][CH2:27][CH2:28][CH2:29][CH2:30][CH3:31])=[O:20])=[O:16])[CH2:11][CH:12]([CH3:14])[CH3:13])=[O:8]. Reported procedure: 1.22 g (2 mmoles) of Z-Glp-Leu-Pro-NH-C10H21 are dissolved in 30 ml of methanol, 0.2 g of a 10% palladium-on-carbon catalyst are added, and hydrogen is bubbled through the mixture for 30 minutes. The catalyst is filtered off, the filtrate is evaporated, and the oily residue is crystallized from n-hexane. The resulting 0.85 g of crude product are recrystallized from 4 ml of ethyl acetate to obtain 0.74 g (77%) of Glp-Leu-Pro-NH-C10H21 ; m.p.: 140°-141° C., Rf4 =0.76, [α]D25 =-71.3° (c=1%, in acet... Starting materials: C1(=CC=CC=C1)C1=NC2=CC=CC=C2C(=N1)C(=O)OCC (Ethyl 2-phenylquinazoline-4-carboxylate), N1CCC(CC1)CCO (piperidine-4-ethanol). Run in O (water). Yields the product C1(=CC=CC=C1)C1=NC2=CC=CC=C2C(=N1)C(=O)N1CCC(CC1)CCO (1-[(2-phenylquinazolin-4-yl)-carbonyl]-piperidine-4-ethanol). Reaction SMILES: [C:1]1([C:7]2[N:16]=[C:15]([C:17]([O:19]CC)=O)[C:14]3[C:9](=[CH:10][CH:11]=[CH:12][CH:13]=3)[N:8]=2)[CH:6]=[CH:5][CH:4]=[CH:3][CH:2]=1.[NH:22]1[CH2:27][CH2:26][CH:25]([CH2:28][CH2:29][OH:30])[CH2:24][CH2:23]1>O>[C:1]1([C:7]2[N:16]=[C:15]([C:17]([N:22]3[CH2:27][CH2:26][CH:25]([CH2:28][CH2:29][OH:30])[CH2:24][CH2:23]3)=[O:19])[C:14]3[C:9](=[CH:10][CH:11]=[CH:12][CH:13]=3)[N:8]=2)[CH:2]=[CH:3][CH:4]=[CH:5][CH:6]=1. Procedure details: Ethyl 2-phenylquinazoline-4-carboxylate (1.7 g) and piperidine-4-ethanol (8 g) are heated at 150° C. for 4 hours. After cooling, water is added and the mixture is extracted with ethyl acetate. The organic phase is dried over magnesium sulphate and evaporated to dryness under reduced pressure. The residue is chromatographed on silica gel with ethyl acetate as the eluant, and the product recovered is recrystallized from isopropyl ether. This gives 1-[(2-phenylquinazolin-4-yl)-carbonyl]-piperidine-... Starting materials: [OH-].[K+] (potassium hydroxide), C(C#C)O (propargyl alcohol), C(Br)(Br)Br (bromoform), C(C#C)O (propargylalcohol), O (water), ClC1=CC=C(C=O)C=C1 (4-Chloro-benzaldehyde), C(C#C)O (propargyl alcohol). Reaction conditions: temperature 50 celsius, time 5 hour. Product: ClC1=CC=C(C=C1)C(C(=O)O)OCC#C ((4-Chloro-phenyl)-prop-2-ynyloxy-acetic acid). Reaction SMILES: [Cl:1][C:2]1[CH:9]=[CH:8][C:5]([CH:6]=[O:7])=[CH:4][CH:3]=1.[OH-:10].[K+].[CH:12](Br)(Br)Br.[OH2:16].[CH2:17](O)[C:18]#[CH:19]>>[Cl:1][C:2]1[CH:9]=[CH:8][C:5]([CH:6]([O:7][CH2:17][C:18]#[CH:19])[C:12]([OH:16])=[O:10])=[CH:4][CH:3]=1 |f:1.2|. Procedure details: 4-Chloro-benzaldehyde (7.2 g) in propargyl alcohol (15 ml) is heated to 50° C. A mixture of potassium hydroxide (31.2 g, assay 90%) in propargyl alcohol (150 ml) as well as a mixture of bromoform (13 g) in propargylalcohol (15 ml) are added simultaneously over 1 hour at 50° C. The reaction mixture is stirred at 50° C. for additional 5 hours. After cooling to room temperature water (150 ml) is added. The resulting mixture is extracted with tert butyl methyl ether (150 ml). The organic phase is ag... The reactants are CCOC(=O)c1cc(Br)cn1CC, CC(C)c1nccn1C. Reagents/catalysts: CC(C)(C)c1ccc(-c2ccc(C(C)(C)C)cc2)cc1 (4,4'-di-tert-butylbiphenyl), CC(C)(C)C(=O)[O-].[K+] (KOPiv), Cl[Pd]CC=C.C=CC[Pd]Cl ([Pd(allyl)Cl]2), CN(C)c1ccc(P(C2CCCCC2)C2CCCCC2)cc1 (A-caPhos). Solvent: CC(=O)N(C)C (DMA), CC(=O)N(C)C (DMA), CC(=O)N(C)C (DMA). Run at temperature 120 celsius, time 24 hour. Product: CCOC(=O)c1cc(-c2cnc(C(C)C)n2C)cn1CC. Isolated yield 4.7%.